Dataset: the Open Reaction Database (ORD), a public repository of structured organic reaction records. Task: describe an organic reaction: reactants, conditions, products, and yield The reactants are [H][H] (hydrogen), C(C)(C)(C)OC(=O)N1CC(N(CC1)CC1CCN(CC1)C(=O)OCC1=CC=CC=C1)=O (1-tert-butyloxycarbonyl-3-oxo-4-[1-(benzyloxycarbonyl)-4-piperidylmethyl]piperazine), C(C)O (ethanol), ClC1=NC(=CC(=N1)Cl)C (2,4-dichloro-6-methylpyrimidine), C(C)O (ethanol). Reagents/catalysts: [Pd] (palladium on charcoal). The solvent is C(C)N(CC)CC (triethylamine). Yields the product C(C)(C)(C)OC(=O)N1CC(N(CC1)CC1CCN(CC1)C1=NC(=NC(=C1)Cl)C)=O (1-tert-butyloxycarbonyl-3-oxo-4-[1-(2-methyl-6-chloropyrimidin-4-yl )-4piperidylmethyl]piperazine). As a reaction SMILES: [C:1]([O:5][C:6]([N:8]1[CH2:13][CH2:12][N:11]([CH2:14][CH:15]2[CH2:20][CH2:19][N:18]([C:21](OCC3C=CC=CC=3)=O)[CH2:17][CH2:16]2)[C:10](=[O:31])[CH2:9]1)=[O:7])([CH3:4])([CH3:3])[CH3:2].[CH2:32](O)C.[H][H].Cl[C:38]1[N:43]=[C:42]([Cl:44])[CH:41]=C(C)[N:39]=1>[Pd].C(N(CC)CC)C>[C:1]([O:5][C:6]([N:8]1[CH2:13][CH2:12][N:11]([CH2:14][CH:15]2[CH2:16][CH2:17][N:18]([C:21]3[CH:41]=[C:42]([Cl:44])[N:43]=[C:38]([CH3:32])[N:39]=3)[CH2:19][CH2:20]2)[C:10](=[O:31])[CH2:9]1)=[O:7])([CH3:3])([CH3:2])[CH3:4]. Reported procedure: To a mixture of 1-tert-butyloxycarbonyl-3-oxo-4-[1-(benzyloxycarbonyl)-4-piperidylmethyl]piperazine (1.35 g), palladium on charcoal (10% w/w, 0.1 g) and ethanol (20 ml) was agitated under an atmosphere of hydrogen at 25° C. for 2 hours until hydrogen uptake was complete. The mixture was filtered and the filtrate was evaporated to give an oil which was mixed with 2,4-dichloro-6-methylpyrimidine(502 mg), ethanol (20 ml) and triethylamine (0.86 ml), heated to reflux for 18 hours. The cooled mixture... Starting materials: C(C)S(=O)(=O)C1=CC(=C(C=C1)B1OC(C(O1)(C)C)(C)C)F (2-[4-(ethylsulfonyl)-2-fluorophenyl]-4,4,5,5-tetramethyl-1,3,2-dioxaborolane), BrC1=CC(=C(C=C1)F)I (4-bromo-1-fluoro-2-iodobenzene), C(=O)([O-])[O-].[Na+].[Na+] (Na2CO3). Reagents/catalysts: C1=CC=C(C=C1)P([C-]2C=CC=C2)C3=CC=CC=C3.C1=CC=C(C=C1)P([C-]2C=CC=C2)C3=CC=CC=C3.Cl[Pd]Cl.[Fe+2] (Dichloro[1,1′-bis(diphenylphosphino)ferrocene]palladium(II)). Solvent: C1(=CC=CC=C1)C (toluene), C(C)O (ethanol), O (water). Run at temperature 80 celsius. The product is BrC=1C=CC(=C(C1)C1=C(C=C(C=C1)S(=O)(=O)CC)F)F (5′-Bromo-4-(ethylsulfonyl)-2,2′-difluorobiphenyl). The yield is 57.0%. Reaction SMILES: [CH2:1]([S:3]([C:6]1[CH:11]=[CH:10][C:9](B2OC(C)(C)C(C)(C)O2)=[C:8]([F:21])[CH:7]=1)(=[O:5])=[O:4])[CH3:2].[Br:22][C:23]1[CH:28]=[CH:27][C:26]([F:29])=[C:25](I)[CH:24]=1.C([O-])([O-])=O.[Na+].[Na+]>C1(C)C=CC=CC=1.C(O)C.O.C1C=CC(P(C2C=CC=CC=2)[C-]2C=CC=C2)=CC=1.C1C=CC(P(C2C=CC=CC=2)[C-]2C=CC=C2)=CC=1.Cl[Pd]Cl.[Fe+2]>[Br:22][C:23]1[CH:24]=[CH:25][C:26]([F:29])=[C:27]([C:9]2[CH:10]=[CH:11][C:6]([S:3]([CH2:1][CH3:2])(=[O:4])=[O:5])=[CH:7][C:8]=2[F:21])[CH:28]=1 |f:2.3.4,8.9.10.11|. Reported procedure: To a solution of 2-[4-(ethylsulfonyl)-2-fluorophenyl]-4,4,5,5-tetramethyl-1,3,2-dioxaborolane (Preparation 45, 102 mg, 0.33 mmol) and 4-bromo-1-fluoro-2-iodobenzene (108 mg, 0.36 mmol) in toluene (0.56 mL) and ethanol (0.14 mL) was added aqueous Na2CO3 solution (1M, 0.55 mL, 0.55 mmol). A stream of nitrogen gas was bubbled through the reaction mixture for 5 minutes. Dichloro[1,1′-bis(diphenylphosphino)ferrocene]palladium(II) (13 mg, 0.016 mmol) was then added, and the mixture was heated at 80° C... Reactants: Cl (hydrochloric acid), ClCC1=CC=C(O1)C(=O)OCC (ethyl 5-chloromethyl-2-furancarboxylate), solution, C[O-].[Na+] (sodium methoxide). Run in CO (methanol), CO (methanol). Conditions: time 17 hour. Yields the product COCC1=CC=C(O1)C(=O)OC (methyl 5-methoxymethyl-2-furancarboxylate). Yield: 82.7%. As a reaction SMILES: Cl[CH2:2][C:3]1[O:7][C:6]([C:8]([O:10][CH2:11]C)=[O:9])=[CH:5][CH:4]=1.[CH3:13][O-:14].[Na+].Cl>CO>[CH3:13][O:14][CH2:2][C:3]1[O:7][C:6]([C:8]([O:10][CH3:11])=[O:9])=[CH:5][CH:4]=1 |f:1.2|. Procedure: In 20 ml of dry methanol was dissolved 5.0 g (26.5 mmol) of ethyl 5-chloromethyl-2-furancarboxylate, followed by addition of 20 ml of a 28% solution of sodium methoxide in methanol. The mixture was stirred at room temperature for 17 hours, at the end of which time it was neutralized with 1N-hydrochloric acid. The resulting precipitate was filtered off and the filtrate was concentrated under reduced pressure. The residue was dissolved in chloroform and the solution was washed with a saturated aqu...